From a dataset of the Open Reaction Database (ORD), a public repository of structured organic reaction records. describe an organic reaction: reactants, conditions, products, and yield Reactants: ClC1=CC=C(CC2=C3C=4C(=C(N=CC4NC3=CC=C2)C=NO)COC)C=C1 (5-(4-chlorobenzyl)-4-methoxymethyl-β-carboline-3-carbaldehyde-oxime), Cl[O-].[Na+] (sodium hypochlorite), COCC#C (methylpropargylether). Run in O1CCCC1 (tetrahydrofuran), C(C)(=O)OCC (ethyl acetate). Reaction conditions: time 20 minute. The product is ClC=1C(=C2C=3C(=C(N=CC3NC2=CC1)C1=NOC(=C1)COC)COC)CC1=CC=C(C=C1)Cl (6-chloro-5-(4-chlorobenzyl)-4-methoxymethyl-3-(5-methoxymethylisoxazol-3-yl)-β-carboline). Yield: 5.0%. As a reaction SMILES: [Cl:1][C:2]1[CH:27]=[CH:26][C:5]([CH2:6][C:7]2[CH:19]=[CH:18][CH:17]=[C:16]3[C:8]=2[C:9]2[C:10]([CH2:23][O:24][CH3:25])=[C:11]([CH:20]=[N:21][OH:22])[N:12]=[CH:13][C:14]=2[NH:15]3)=[CH:4][CH:3]=1.[Cl:28][O-].[Na+].[CH3:31][O:32][CH2:33][C:34]#[CH:35]>O1CCCC1.C(OCC)(=O)C>[Cl:28][C:19]1[C:7]([CH2:6][C:5]2[CH:4]=[CH:3][C:2]([Cl:1])=[CH:27][CH:26]=2)=[C:8]2[C:16](=[CH:17][CH:18]=1)[NH:15][C:14]1[CH:13]=[N:12][C:11]([C:20]3[CH:35]=[C:34]([CH2:33][O:32][CH3:31])[O:22][N:21]=3)=[C:10]([CH2:23][O:24][CH3:25])[C:9]2=1 |f:1.2|. Procedure: 0.5 g (0.0013 mol) 5-(4-chlorobenzyl)-4-methoxymethyl-β-carboline-3-carbaldehyde-oxime is suspended in 25 ml of tetrahydrofuran and mixed with 5 ml of sodium hypochlorite solution under protective gas (argon). After 20 minutes no more initial material can be detected by thin-layer chromatography. 0.7 ml of methylpropargylether is instilled over 2.5 hours then the mixture is stirred for another hour. After it is left standing overnight it is diluted with ethyl acetate, washed neutral with water, ... The reactants are Cl, NOCCOc1ccc(CC2SC(=O)NC2=O)cc1, CC(=O)c1ccc(NS(=O)(=O)c2ccccc2)cc1. Yields the product CC(=NOCCOc1ccc(CC2SC(=O)NC2=O)cc1)c1ccc(NS(=O)(=O)c2ccccc2)cc1. As a reaction SMILES: [ClH:20].[NH2:21][O:22][CH2:23][CH2:24][O:25][c:26]1[cH:27][cH:28][c:29]([CH2:30][CH:31]2[C:32](=[O:37])[NH:33][C:34](=[O:36])[S:35]2)[cH:38][cH:39]1.[c:1]1([S:7](=[O:8])(=[O:9])[NH:10][c:11]2[cH:12][cH:13][c:14]([C:17]([CH3:18])=[O:19])[cH:15][cH:16]2)[cH:2][cH:3][cH:4][cH:5][cH:6]1>>[c:1]1([S:7](=[O:8])(=[O:9])[NH:10][c:11]2[cH:12][cH:13][c:14]([C:17]([CH3:18])=[N:21][O:22][CH2:23][CH2:24][O:25][c:26]3[cH:27][cH:28][c:29]([CH2:30][CH:31]4[C:32](=[O:37])[NH:33][C:34](=[O:36])[S:35]4)[cH:38][cH:39]3)[cH:15][cH:16]2)[cH:2][cH:3][cH:4][cH:5][cH:6]1. The reactants are NC=1C=C(C(=O)O)C=CC1 (m-aminobenzoic acid), C(C)O (ethanol), resultant solution, C=O (formalin), O (water), C(C)O (ethanol). The solvent is CS(=O)C (DMSO), CO (methanol), CS(=O)C (dimethyl sulfoxide). Yields the product C1=CC(=CC=C1C(=O)O)N (aminobenzoic acid). RXN SMILES: [CH2:1]([OH:3])[CH3:2].C=[O:5].[NH2:6][C:7]1[CH:8]=[C:9](C=[CH:14][CH:15]=1)C(O)=O.O>CS(C)=O.CO>[CH:14]1[C:2]([C:1]([OH:5])=[O:3])=[CH:9][CH:8]=[C:7]([NH2:6])[CH:15]=1. Procedure: In 70 ml of dimethyl sulfoxide (DMSO) containing 20 percent of ethanol, 1.94 g (0.02 mole) of polymaleimide was dissolved. The resultant solution, with 2 ml of 37 percent formalin solution added thereto, was thermally refluxed at temperatures of 70° to 75° C. To the substance obtained by the thermal reflux was added a solution obtained by dissolving 2.74 g (0.02 mole) of m-aminobenzoic acid in 10 ml of a DMSO solution containing 20 percent of ethanol. This mixed solution was refluxed for two hou... Starting materials: CCCc1cc(Cl)c(O)c2c(C)c(C(=O)c3ccc(OC)cc3)oc12, [K+], NN, [OH-], O, OCCO. Yields the product CCCc1cc(Cl)c(O)c2c(C)c(Cc3ccc(OC)cc3)oc12. As a reaction SMILES: [CH3:1][O:2][c:3]1[cH:4][cH:5][c:6]([C:7](=[O:8])[c:9]2[o:10][c:11]3[c:12]([c:13]2[CH3:14])[c:15]([OH:23])[c:16]([Cl:22])[cH:17][c:18]3[CH2:19][CH2:20][CH3:21])[cH:24][cH:25]1.[K+:29].[NH2:26][NH2:27].[OH-:28].[OH2:34].[OH:30][CH2:31][CH2:32][OH:33]>>[CH3:1][O:2][c:3]1[cH:4][cH:5][c:6]([CH2:7][c:9]2[o:10][c:11]3[c:12]([c:13]2[CH3:14])[c:15]([OH:23])[c:16]([Cl:22])[cH:17][c:18]3[CH2:19][CH2:20][CH3:21])[cH:24][cH:25]1. Starting materials: O (water), CO (methanol), C(#N)C1=NC=C(C(=O)O)C=C1 (6-Cyanonicotinic acid). The reagents and catalysts are CN(C1=CC=NC=C1)C (4-dimethylaminopyridine). Solvent: ClCCl (dichloromethane). Run at time 10 minute. Product: COC(C1=CN=C(C=C1)C#N)=O (6-cyanonicotinic acid methyl ester). RXN SMILES: [C:1]([C:3]1[CH:11]=[CH:10][C:6]([C:7]([OH:9])=[O:8])=[CH:5][N:4]=1)#[N:2].O.[CH3:13]O>ClCCl.CN(C)C1C=CN=CC=1>[CH3:13][O:8][C:7](=[O:9])[C:6]1[CH:10]=[CH:11][C:3]([C:1]#[N:2])=[N:4][CH:5]=1. Procedure details: 6-Cyanonicotinic acid (500 mg) was dissolved in dichloromethane (25 ml), water-soluble carbodiimide (776 mg), methanol (0.164 ml) and 4-dimethylaminopyridine (49 mg) were added thereto, and the mixture was stirred for 2 hr 10 min. The reaction mixture was washed successively with saturated aqueous sodium hydrogen carbonate and saturated brine and dried over anhydrous sodium sulfate. The solvent was evaporated, and the obtained residue was purified by column chromatography (Yamazen HI-FLASH™ COLU...